Dataset: the Open Reaction Database (ORD), a public repository of structured organic reaction records. Task: describe an organic reaction: reactants, conditions, products, and yield Reactants: C(C)(=O)OCC(CCN1C2=NC(=NC(=C2N=C1)Cl)N)COC(C)=O (9-(4-acetoxy-3-acetoxymethylbut-1-yl)-2-amino-6-chloropurine), C(=O)[O-].[NH4+] (ammonium formate). Reagents/catalysts: [Pd] (palladium-on-charcoal). Run in CO (methanol). Run at time 20 hour. Product: NC1=NC=C2N=CN(C2=N1)CCC(CO)CO (2-Amino-9-(4-hydroxy-3-hydroxymethylbut-1-yl)purine). As a reaction SMILES: C([O:4][CH2:5][CH:6]([CH2:20][O:21]C(=O)C)[CH2:7][CH2:8][N:9]1[CH:17]=[N:16][C:15]2[C:10]1=[N:11][C:12]([NH2:19])=[N:13][C:14]=2Cl)(=O)C.C([O-])=O.[NH4+]>CO.[Pd]>[NH2:19][C:12]1[N:11]=[C:10]2[C:15]([N:16]=[CH:17][N:9]2[CH2:8][CH2:7][CH:6]([CH2:20][OH:21])[CH2:5][OH:4])=[CH:14][N:13]=1 |f:1.2|. Procedure: To a suspension of 9-(4-acetoxy-3-acetoxymethylbut-1-yl)-2-amino-6-chloropurine (4.86 g, 13.7 mmol) in methanol (140 ml) containing ammonium formate (400 mM) was added 10% palladium-on-charcoal (0.4 g) and the mixture was heated under reflux for 40 minutes. After cooling the solution was filtered and the solvent removed. The residue was taken up in water and extracted with chloroform (100 ml and 50 ml). The organic layers were combined, dried (magnesium sulphate) and the solvent removed. The res... Starting materials: [I-].CSC=1SC[C@H]2[N+]1CC=1C=CC=CC1C2 ((S)-3-Methylthio-1,5,10,10a-tetrahydrothiazolo[3,4-b]isoquinolinium iodide), NC1=C2C=C(N=CC2=CC=C1)COCC (5-amino-3-ethoxymethylisoquinoline). Solvent: N1=CC=CC=C1 (pyridine). Run at temperature 20 celsius, time 24 hour. Yields the product C(C)OCC=1N=CC2=CC=CC(=C2C1)N=C1SC[C@H]2N1CC=1C=CC=CC1C2 ((S)-3-[(3-Ethoxymethylisoquinol-5-yl)imino]-1,5,10,10a-tetrahydrothiazolo[3,4-b]isoquinoline). The yield is 67.4%. As a reaction SMILES: [I-].CS[C:4]1[S:5][CH2:6][C@@H:7]2[CH2:16][C:15]3[CH:14]=[CH:13][CH:12]=[CH:11][C:10]=3[CH2:9][N+:8]=12.[NH2:17][C:18]1[CH:27]=[CH:26][CH:25]=[C:24]2[C:19]=1[CH:20]=[C:21]([CH2:28][O:29][CH2:30][CH3:31])[N:22]=[CH:23]2>N1C=CC=CC=1>[CH2:30]([O:29][CH2:28][C:21]1[N:22]=[CH:23][C:24]2[C:19]([CH:20]=1)=[C:18]([N:17]=[C:4]1[N:8]3[CH2:9][C:10]4[CH:11]=[CH:12][CH:13]=[CH:14][C:15]=4[CH2:16][C@H:7]3[CH2:6][S:5]1)[CH:27]=[CH:26][CH:25]=2)[CH3:31] |f:0.1|. Procedure: (S)-3-Methylthio-1,5,10,10a-tetrahydrothiazolo[3,4-b]isoquinolinium iodide (7.2 g) is added to a solution of 5-amino-3-ethoxymethylisoquinoline (4.1 g) in pyridine (150 cc). The suspension is stirred for 24 hours at a temperature of about 20° C. The insoluble material gradually dissolves. The solution is concentrated to dryness under reduced pressure (20 mm Hg; 2.7 kPa) at 60° C. The residue is dissolved in a mixture of methylene chloride (100 cc) and N sodium hydroxide solution (100 cc). The or... Reactants: CCCCC(CC)CO, Cc1ccccc1, Cc1cccc(C2CC2)c1[O-], Cc1cccc(C2CC2)c1O, [Na+], O, Oc1cc(Cl)nnc1Cl. The product is Cc1cccc(C2CC2)c1Oc1nnc(Cl)cc1O. RXN SMILES: [CH2:13]([CH:14]([CH2:15][CH2:16][CH2:17][CH3:18])[CH2:19][OH:20])[CH3:21].[CH3:42][c:43]1[cH:44][cH:45][cH:46][cH:47][cH:48]1.[CH:1]1([c:4]2[c:5]([O-:6])[c:7]([CH3:11])[cH:8][cH:9][cH:10]2)[CH2:2][CH2:3]1.[CH:31]1([c:32]2[cH:33][cH:34][cH:35][c:36]([CH3:37])[c:38]2[OH:39])[CH2:40][CH2:41]1.[Na+:12].[OH2:49].[OH:22][c:23]1[c:24]([Cl:30])[n:25][n:26][c:27]([Cl:29])[cH:28]1>>[CH:1]1([c:4]2[c:5]([O:6][c:24]3[c:23]([OH:22])[cH:28][c:27]([Cl:29])[n:26][n:25]3)[c:7]([CH3:11])[cH:8][cH:9][cH:10]2)[CH2:2][CH2:3]1. Starting materials: CCCCCCCCCCCCCCCCN1CCN(c2ccc(CCC(=O)OCCCC)cc2)CC1, CO, [Na+], [OH-]. The product is CCCCCCCCCCCCCCCCN1CCN(c2ccc(CCC(=O)O)cc2)CC1. RXN SMILES: [CH2:1]([CH2:2][CH2:3][CH2:4][CH2:5][CH2:6][CH2:7][CH2:8][CH2:9][CH2:10][CH2:11][CH2:12][CH2:13][CH2:14][CH2:15][CH3:16])[N:17]1[CH2:18][CH2:19][N:20]([c:23]2[cH:24][cH:25][c:26]([CH2:29][CH2:30][C:31](=[O:32])[O:33][CH2:34][CH2:35][CH2:36][CH3:37])[cH:27][cH:28]2)[CH2:21][CH2:22]1.[CH3:40][OH:41].[Na+:39].[OH-:38]>>[CH2:1]([CH2:2][CH2:3][CH2:4][CH2:5][CH2:6][CH2:7][CH2:8][CH2:9][CH2:10][CH2:11][CH2:12][CH2:13][CH2:14][CH2:15][CH3:16])[N:17]1[CH2:18][CH2:19][N:20]([c:23]2[cH:24][cH:25][c:26]([CH2:29][CH2:30][C:31](=[O:32])[OH:33])[cH:27][cH:28]2)[CH2:21][CH2:22]1. The reactants are S(=O)(=O)(C1=CC=C(C)C=C1)OCCC1COC2=C(O1)C=C(C(=C2)Cl)Cl (2-(2-tosyloxyethyl)-6,7-dichloro-1,4-benzodioxan), N1CCC(CC1)N1C(NCC1)=O (1-(4-piperidyl)-2-imidazolidinone), C([O-])([O-])=O.[Na+].[Na+] (sodium carbonate). The solvent is CC(CC(C)=O)C (4-methyl-2-pentanone). The product is ClC1=CC2=C(OC(CO2)CCN2CCC(CC2)N2C(NCC2)=O)C=C1Cl (1-[1-[2-(6,7-dichloro-1,4-benzodioxan-2-yl)-ethyl]-4-piperidyl]-2-imidazolidinone). As a reaction SMILES: S(O[CH2:12][CH2:13][CH:14]1[O:19][C:18]2[CH:20]=[C:21]([Cl:25])[C:22]([Cl:24])=[CH:23][C:17]=2[O:16][CH2:15]1)(C1C=CC(C)=CC=1)(=O)=O.[NH:26]1[CH2:31][CH2:30][CH:29]([N:32]2[CH2:36][CH2:35][NH:34][C:33]2=[O:37])[CH2:28][CH2:27]1.C(=O)([O-])[O-].[Na+].[Na+]>CC(C)CC(=O)C>[Cl:24][C:22]1[C:21]([Cl:25])=[CH:20][C:18]2[O:19][CH:14]([CH2:13][CH2:12][N:26]3[CH2:27][CH2:28][CH:29]([N:32]4[CH2:36][CH2:35][NH:34][C:33]4=[O:37])[CH2:30][CH2:31]3)[CH2:15][O:16][C:17]=2[CH:23]=1 |f:2.3.4|. Procedure details: The mixture of 4.0 g of 2-(2-tosyloxyethyl)-6,7-dichloro-1,4-benzodioxan, 1.69 g of 1-(4-piperidyl)-2-imidazolidinone, 10 g of ahydrous sodium carbonate and 100 ml of 4-methyl-2-pentanone is stirred and refluxed for 2 days. It is filtered, evaporated and the residue recrystallized from acetone, to yield the 1-[1-[2-(6,7-dichloro-1,4-benzodioxan-2-yl)-ethyl]-4-piperidyl]-2-imidazolidinone melting at 165°. Starting materials: C1(CCCCC1)P(C1=C(C=CC=C1)C1=C(C=C(C=C1C(C)C)C(C)C)C(C)C)C1CCCCC1 (dicyclohexyl(2′,4′,6′-triisopropylbiphenyl-2-yl)phosphine), CC(C)([O-])C.[Na+] (sodium tert-butoxide), O1CCN(CC1)C1=NC=C(C=C1N)N1CCOCC1 (2,5-dimorpholinopyridin-3-amine), ClC1=C(C(=NC2=CC(=CC(=C12)F)F)C=1C=NC(=CC1)OCC)C (4-chloro-2-(6-ethoxypyridin-3-yl)-5,7-difluoro-3-methylquinoline). Reagents/catalysts: C=1C=CC(=CC1)/C=C/C(=O)/C=C/C2=CC=CC=C2.C=1C=CC(=CC1)/C=C/C(=O)/C=C/C2=CC=CC=C2.C=1C=CC(=CC1)/C=C/C(=O)/C=C/C2=CC=CC=C2.[Pd].[Pd] (Pd2dba3). Run in C1(=CC=CC=C1)C (toluene). Product: O1CCN(CC1)C1=NC=C(C=C1NC1=C(C(=NC2=CC(=CC(=C12)F)F)C=1C=NC(=CC1)OCC)C)N1CCOCC1 (N-(2,5-dimorpholinopyridin-3-yl)-2-(6-ethoxypyridin-3-yl)-5,7-difluoro-3-methylquinolin-4-amine). As a reaction SMILES: C1(P(C2CCCCC2)C2C=CC=CC=2C2C(C(C)C)=CC(C(C)C)=CC=2C(C)C)CCCCC1.[O:35]1[CH2:40][CH2:39][N:38]([C:41]2[C:46]([NH2:47])=[CH:45][C:44]([N:48]3[CH2:53][CH2:52][O:51][CH2:50][CH2:49]3)=[CH:43][N:42]=2)[CH2:37][CH2:36]1.Cl[C:55]1[C:64]2[C:59](=[CH:60][C:61]([F:66])=[CH:62][C:63]=2[F:65])[N:58]=[C:57]([C:67]2[CH:68]=[N:69][C:70]([O:73][CH2:74][CH3:75])=[CH:71][CH:72]=2)[C:56]=1[CH3:76].CC(C)([O-])C.[Na+]>C1(C)C=CC=CC=1.C1C=CC(/C=C/C(/C=C/C2C=CC=CC=2)=O)=CC=1.C1C=CC(/C=C/C(/C=C/C2C=CC=CC=2)=O)=CC=1.C1C=CC(/C=C/C(/C=C/C2C=CC=CC=2)=O)=CC=1.[Pd].[Pd]>[O:35]1[CH2:40][CH2:39][N:38]([C:41]2[C:46]([NH:47][C:55]3[C:64]4[C:59](=[CH:60][C:61]([F:66])=[CH:62][C:63]=4[F:65])[N:58]=[C:57]([C:67]4[CH:68]=[N:69][C:70]([O:73][CH2:74][CH3:75])=[CH:71][CH:72]=4)[C:56]=3[CH3:76])=[CH:45][C:44]([N:48]3[CH2:49][CH2:50][O:51][CH2:52][CH2:53]3)=[CH:43][N:42]=2)[CH2:37][CH2:36]1 |f:3.4,6.7.8.9.10|. Procedure details: The Buchwald coupled product was prepared according to Procedure H using dicyclohexyl(2′,4′,6′-triisopropylbiphenyl-2-yl)phosphine (0.023 g, 0.048 mmol), 2,5-dimorpholinopyridin-3-amine (0.095 g, 0.36 mmol), 4-chloro-2-(6-ethoxypyridin-3-yl)-5,7-difluoro-3-methylquinoline (0.1 g, 0.30 mmol), Pd2dba3 (0.011 g, 0.012 mmol) and sodium tert-butoxide (0.045 g, 0.47 mmol) in toluene (3.0 mL) at 100° C. for 2 h. The crude product was purified by column chromatography on basic alumina (0 to 50% hexanes/... Yields the product COC(CCn1cc(-c2nc(C)c(C)s2)c(=O)n(C(=O)c2ccccc2)c1=O)OC. RXN SMILES: [Br:30][CH2:31][CH2:32][CH:33]([O:34][CH3:35])[O:36][CH3:37].[CH2:39]([N+:40]([CH2:41][CH2:42][CH2:43][CH3:44])([CH2:45][CH2:46][CH2:47][CH3:48])[CH2:49][CH2:50][CH2:51][CH3:52])[CH2:53][CH2:54][CH3:55].[CH3:1][c:2]1[n:3][c:4](-[c:8]2[c:9](=[O:23])[n:10]([C:15](=[O:16])[c:17]3[cH:18][cH:19][cH:20][cH:21][cH:22]3)[c:11](=[O:14])[nH:12][cH:13]2)[s:5][c:6]1[CH3:7].[CH3:56][N:57]([CH3:58])[CH:59]=[O:60].[CH3:61][CH2:62][O:63][C:64]([CH3:65])=[O:66].[I-:38].[K+:24].[K+:25].[O-:26][C:27]([O-:28])=[O:29]>>[CH3:1][c:2]1[n:3][c:4](-[c:8]2[c:9](=[O:23])[n:10]([C:15](=[O:16])[c:17]3[cH:18][cH:19][cH:20][cH:21][cH:22]3)[c:11](=[O:14])[n:12]([CH2:31][CH2:32][CH:33]([O:34][CH3:35])[O:36][CH3:37])[cH:13]2)[s:5][c:6]1[CH3:7]. Reactants: COC(CCBr)OC, CCCC[N+](CCCC)(CCCC)CCCC, Cc1nc(-c2c[nH]c(=O)n(C(=O)c3ccccc3)c2=O)sc1C, CN(C)C=O, CCOC(C)=O, [I-], [K+], [K+], O=C([O-])[O-]. Starting materials: CC(C)(C)OC(=O)N1CCC2(CCNCC2)CC1, CCOC1(O[Si](C)(C)C)CC1, C1CCOC1, CC(=O)O, CO. Product: CC(C)(C)OC(=O)N1CCC2(CC1)CCN(C1CC1)CC2. Reaction SMILES: [CH2:1]1[CH2:2][N:3]([C:12](=[O:13])[O:14][C:15]([CH3:16])([CH3:17])[CH3:18])[CH2:4][CH2:5][C:6]12[CH2:7][CH2:8][NH:9][CH2:10][CH2:11]2.[CH2:23]([O:24][C:26]1([O:25][Si:29]([CH3:30])([CH3:31])[CH3:32])[CH2:27][CH2:28]1)[CH3:33].[CH2:34]1[O:35][CH2:36][CH2:37][CH2:38]1.[CH3:19][C:20](=[O:21])[OH:22].[CH3:39][OH:40]>>[CH2:1]1[CH2:2][N:3]([C:12](=[O:13])[O:14][C:15]([CH3:16])([CH3:17])[CH3:18])[CH2:4][CH2:5][C:6]12[CH2:7][CH2:8][N:9]([CH:26]1[CH2:27][CH2:28]1)[CH2:10][CH2:11]2. The reactants are C1CCNCC1, C#CCN1CCC(O[Si](C)(C)C(C)(C)C)C1=O, CC(=O)O, [Cl-], ClCCl, [NH4+], C1COCCO1, [OH-], O. Yields the product CC(C)(C)[Si](C)(C)OC1CCN(CC#CCN2CCCCC2)C1=O. Reaction SMILES: [CH2:18]1[CH2:19][CH2:20][NH:21][CH2:22][CH2:23]1.[CH3:1][C:2]([CH3:3])([CH3:4])[Si:5]([O:6][CH:7]1[C:8](=[O:15])[N:9]([CH2:12][C:13]#[CH:14])[CH2:10][CH2:11]1)([CH3:16])[CH3:17].[CH3:31][C:32](=[O:33])[OH:34].[Cl-:24].[Cl:27][CH2:28][Cl:29].[NH4+:25].[O:35]1[CH2:36][CH2:37][O:38][CH2:39][CH2:40]1.[OH-:26].[OH2:30]>>[CH3:1][C:2]([CH3:3])([CH3:4])[Si:5]([O:6][CH:7]1[C:8](=[O:15])[N:9]([CH2:12][C:13]#[C:14][CH2:28][N:21]2[CH2:20][CH2:19][CH2:18][CH2:23][CH2:22]2)[CH2:10][CH2:11]1)([CH3:16])[CH3:17]. Starting materials: NC1=CC=CC=C1 (aniline), C(C)(C)(C)OC(C(C)Br)=O (2-bromopropionate t-butyl ester), CCN(C(C)C)C(C)C (Hunig's base). The solvent is C1(=CC=CC=C1)C (toluene). Yields the product C(C)(C)(C)OC([C@@H](NC1=CC=CC=C1)C)=O (N-phenylalanine t-butyl ester). The yield is 81.3%. RXN SMILES: [NH2:1][C:2]1[CH:7]=[CH:6][CH:5]=[CH:4][CH:3]=1.[C:8]([O:12][C:13](=[O:17])[CH:14](Br)[CH3:15])([CH3:11])([CH3:10])[CH3:9].CCN(C(C)C)C(C)C>C1(C)C=CC=CC=1>[C:8]([O:12][C:13](=[O:17])[C@H:14]([CH3:15])[NH:1][C:2]1[CH:7]=[CH:6][CH:5]=[CH:4][CH:3]=1)([CH3:11])([CH3:10])[CH3:9]. Procedure: A mixture of aniline (9.30 g, 0.10 mol), 2-bromopropionate t-butyl ester 20.9 g, 0.10 mol), Hunig's base (12.90 g, 0.10 mol) and toluene (200 mL) were stirred at reflux for 16 hours. The salt that formed was removed by filtration and the filtrate concentrated in vacuo to an oil (20 g). The oil was distilled. Pure N-phenylalanine t-butyl ester (18.0 g, 81% yield) was collected at 105-115 C (0.08 mm Hg).